This data is from the Open Reaction Database (ORD), a public repository of structured organic reaction records. The task is: describe an organic reaction: reactants, conditions, products, and yield Starting materials: FC1=C(C(=O)N(C)OC)C=CC=C1C (2-fluoro-3-methyl-N-methoxy-N-methyl-benzamide), COC1=C(C=CC(=C1)OC)[Mg]Br (2,4-dimethoxyphenylmagnesium bromide). Yields the product COC1=C(C=CC(=C1)OC)C(=O)C1=C(C(=CC=C1)C)F ((2,4-dimethoxyphenyl)(2-fluoro-3-methylphenyl)methanone). As a reaction SMILES: [F:1][C:2]1[C:13]([CH3:14])=[CH:12][CH:11]=[CH:10][C:3]=1[C:4](N(OC)C)=[O:5].[CH3:15][O:16][C:17]1[CH:22]=[C:21]([O:23][CH3:24])[CH:20]=[CH:19][C:18]=1[Mg]Br>>[CH3:15][O:16][C:17]1[CH:22]=[C:21]([O:23][CH3:24])[CH:20]=[CH:19][C:18]=1[C:4]([C:3]1[CH:10]=[CH:11][CH:12]=[C:13]([CH3:14])[C:2]=1[F:1])=[O:5]. Procedure details: Prepared according to Method A step B from 2-fluoro-3-methyl-N-methoxy-N-methyl-benzamide (2.84 g, 14.4 mmol) and 2,4-dimethoxyphenylmagnesium bromide (26 mL, 0.5 M in THF) to give 1.13 g of the title compound as a white solid. Reaction conditions: time 17 hour. Product: BrC1=CN=C2N1N=C(C=C2)NCCCN(C(C)=O)C(C)C (N-(3-((3-Bromoimidazo[1,2-b]pyridazin-6-yl)amino)propyl)-N-isopropylacetamide). Starting materials: C(C)(=O)Cl (Acetyl chloride), BrC1=CN=C2N1N=C(C=C2)NCCCNC(C)C (N1-(3-bromoimidazo[1,2-b]pyridazin-6-yl)-N3-isopropylpropane-1,3-diamine). The yield is 103.1%. RXN SMILES: [C:1](Cl)(=[O:3])[CH3:2].[Br:5][C:6]1[N:10]2[N:11]=[C:12]([NH:15][CH2:16][CH2:17][CH2:18][NH:19][CH:20]([CH3:22])[CH3:21])[CH:13]=[CH:14][C:9]2=[N:8][CH:7]=1>N1C=CC=CC=1>[Br:5][C:6]1[N:10]2[N:11]=[C:12]([NH:15][CH2:16][CH2:17][CH2:18][N:19]([CH:20]([CH3:22])[CH3:21])[C:1](=[O:3])[CH3:2])[CH:13]=[CH:14][C:9]2=[N:8][CH:7]=1. Procedure details: Acetyl chloride [75-36-5] (1.0 mL, 14.1 mmol) was added, in portions, to an ambient temperature solution of N1-(3-bromoimidazo[1,2-b]pyridazin-6-yl)-N3-isopropylpropane-1,3-diamine (196.9 mg, 0.6 mmol) in pyridine (6.5 mL), and stirred under N2 blanket for 17 h. Pyridine was evaporated from the reaction mixture and the residue partitioned between aqueous 5% (w/v) sodium bicarbonate and ethyl acetate. The organic phase was washed with brine, dried (MgSO4) and evaporated to afford 219.2 mg of dark... The solvent is N1=CC=CC=C1 (pyridine). The reactants are FC(C1=CC=C(C=C1)C1CN(C1)C(C1=CC=CC=C1)C1=CC=CC=C1)(F)F (3-(4-(Trifluoromethyl)phenyl)-1-(diphenylmethyl)azetidine), C(C)(C)(C)C1=CC=C(C=C1)C1(CN(C1)C(C1=CC=CC=C1)C1=CC=CC=C1)Cl (3-(4-tert-Butylphenyl)-3-chloro-1-(diphenylmethyl)azetidine). Yields the product ClC1(CN(C1)C(C1=CC=CC=C1)C1=CC=CC=C1)C1=CC(=CC=C1)C(F)(F)F (3-Chloro-3-(3-(trifluoromethyl)phenyl)-(diphenylmethyl)azetidine). RXN SMILES: [F:1][C:2]([F:27])([F:26])[C:3]1[CH:8]=CC(C2CN(C(C3C=CC=CC=3)C3C=CC=CC=3)C2)=[CH:5][CH:4]=1.C(C1C=C[C:35]([C:38]2([Cl:55])[CH2:41][N:40]([CH:42]([C:49]3[CH:54]=[CH:53][CH:52]=[CH:51][CH:50]=3)[C:43]3[CH:48]=[CH:47][CH:46]=[CH:45][CH:44]=3)[CH2:39]2)=[CH:34]C=1)(C)(C)C>>[Cl:55][C:38]1([C:35]2[CH:34]=[CH:5][CH:4]=[C:3]([C:2]([F:27])([F:26])[F:1])[CH:8]=2)[CH2:41][N:40]([CH:42]([C:43]2[CH:44]=[CH:45][CH:46]=[CH:47][CH:48]=2)[C:49]2[CH:50]=[CH:51][CH:52]=[CH:53][CH:54]=2)[CH2:39]1. Procedure details: This compound was prepared from compound (32) using the procedure described for compound (10). Reactants: [OH-].[K+] (potassium hydroxide), BrC1=NC2=C(C=CC=C2C=C1)OC (2-bromo-8-methoxyquinoline), C(C)B(C=1C=NC=CC1)CC (diethyl(3-pyridyl)borane). Reagents/catalysts: [I-].C(CCC)[N+](CCCC)(CCCC)CCCC (tetra-n-butylammonium iodide), [Pd].C1(=CC=CC=C1)P(C1=CC=CC=C1)C1=CC=CC=C1.C1(=CC=CC=C1)P(C1=CC=CC=C1)C1=CC=CC=C1.C1(=CC=CC=C1)P(C1=CC=CC=C1)C1=CC=CC=C1.C1(=CC=CC=C1)P(C1=CC=CC=C1)C1=CC=CC=C1 (tetrakis(triphenylphosphine)-palladium(0)). The solvent is O1CCCC1 (tetrahydrofuran). Product: COC=1C=CC=C2C=CC(=NC12)C=1C=NC=CC1 (8-Methoxy-2-(3-pyridyl)quinoline). Yield: 82.3%. RXN SMILES: [OH-].[K+].Br[C:4]1[CH:13]=[CH:12][C:11]2[C:6](=[C:7]([O:14][CH3:15])[CH:8]=[CH:9][CH:10]=2)[N:5]=1.C(B(CC)[C:19]1[CH:20]=[N:21][CH:22]=[CH:23][CH:24]=1)C>[I-].C([N+](CCCC)(CCCC)CCCC)CCC.O1CCCC1.[Pd].C1(P(C2C=CC=CC=2)C2C=CC=CC=2)C=CC=CC=1.C1(P(C2C=CC=CC=2)C2C=CC=CC=2)C=CC=CC=1.C1(P(C2C=CC=CC=2)C2C=CC=CC=2)C=CC=CC=1.C1(P(C2C=CC=CC=2)C2C=CC=CC=2)C=CC=CC=1>[CH3:15][O:14][C:7]1[CH:8]=[CH:9][CH:10]=[C:11]2[C:6]=1[N:5]=[C:4]([C:19]1[CH:20]=[N:21][CH:22]=[CH:23][CH:24]=1)[CH:13]=[CH:12]2 |f:0.1,4.5,7.8.9.10.11|. Reported procedure: Powdered potassium hydroxide (675 mg) was added to a stirred mixture of 2-bromo-8-methoxyquinoline (956 mg), diethyl(3-pyridyl)borane (590 mg), tetrakis(triphenylphosphine)-palladium(0) (250 mg) and tetra-n-butylammonium iodide (740 mg) in anhydrous tetrahydrofuran (60ml). The stirred mixture was refluxed under an inert atmosphere for 1.25 h. The solvent was removed in vacuo and the residue partitioned between dichloromethane (100 ml) and water (80ml). The aqueous phase was reextracted with dich... The reactants are N1CCCCC1 (Piperidine), ClCC1=C2C=CC=NC2=C(C=C1)O (5-chloromethyl-8-hydroxyquinoline). The solvent is C(Cl)(Cl)Cl (CHCl3). Run at time 2 day. Yields the product N1(CCCCC1)CC1=C2C=CC=NC2=C(C=C1)O (5-piperidinomethyl-8-hydroxyquinoline). The yield is 50.8%. Reaction SMILES: [NH:1]1[CH2:6][CH2:5][CH2:4][CH2:3][CH2:2]1.Cl[CH2:8][C:9]1[CH:18]=[CH:17][C:16]([OH:19])=[C:15]2[C:10]=1[CH:11]=[CH:12][CH:13]=[N:14]2>C(Cl)(Cl)Cl>[N:1]1([CH2:8][C:9]2[CH:18]=[CH:17][C:16]([OH:19])=[C:15]3[C:10]=2[CH:11]=[CH:12][CH:13]=[N:14]3)[CH2:6][CH2:5][CH2:4][CH2:3][CH2:2]1. Procedure: Piperidine (2 ml; 20.26 mmol) was added to a solution of 5-chloromethyl-8-hydroxyquinoline (1.87 g; 8.13 mmol) in CHCl3 (50 ml) at 5° C. The mixture was stirred for two days at room temperature. Then the mixture was evaporated under vacuum to dryness. The residue was dissolved in CHCl3, washed with 5% NaHCO3 (2×50 ml), followed by brine (50 ml), dried over Na2SO4 and evaporated to dryness. The residue was crystallized from hexane to give 1.0 g of the title product (50%). M.p. 96° C. TLC (CHCl3; ... The reactants are ClC=1C=CC=2N(N1)C(=CN2)C(C)C=2C(=C1C=NN(C1=CC2F)C(C)C)F ((rac)-6-chloro-3-(1-(4,6-difluoro-1-isopropyl-1H-indazol-5-yl)ethyl)imidazo[1,2-b]pyridazine), 1-methylperazine-2, CCOC(=O)C (EtOAc), ClC=1C=CC=2N(N1)C(=CN2)C(C)C=2C(=C1C=NN(C1=CC2F)C(C)C)F ((rac)-6-chloro-3-(1-(4,6-difluoro-1-isopropyl-1H-indazol-5-yl)ethyl)imidazo[1,2-b]pyridazine), [F-].[K+] (KF). Run in CN1CCCC1=O (NMP). Conditions: temperature 180 celsius, time 4 hour. The product is FC1=C2C=NN(C2=CC(=C1C(C)C1=CN=C2N1N=C(C=C2)N2CC(N(CC2)C)=O)F)C(C)C ((rac)-4-(3-(1-(4,6-difluoro-1-isopropyl-1H-indazol-5-yl)ethyl)imidazo[1,2-b]pyridazin-6-yl)-1-methylpiperazin-2-one). Reaction SMILES: Cl[C:2]1[CH:3]=[CH:4][C:5]2[N:6]([C:8]([CH:11]([C:13]3[C:14]([F:26])=[C:15]4[C:19](=[CH:20][C:21]=3[F:22])[N:18]([CH:23]([CH3:25])[CH3:24])[N:17]=[CH:16]4)[CH3:12])=[CH:9][N:10]=2)[N:7]=1.[F-].[K+].CCO[C:32]([CH3:34])=[O:33]>CN1C(=O)CCC1>[F:26][C:14]1[C:13]([CH:11]([C:8]2[N:6]3[N:7]=[C:2]([N:10]4[CH2:9][CH2:8][N:6]([CH3:5])[C:32](=[O:33])[CH2:34]4)[CH:3]=[CH:4][C:5]3=[N:10][CH:9]=2)[CH3:12])=[C:21]([F:22])[CH:20]=[C:19]2[C:15]=1[CH:16]=[N:17][N:18]2[CH:23]([CH3:25])[CH3:24] |f:1.2|. Procedure details: (rac)-6-chloro-3-(1-(4,6-difluoro-1-isopropyl-1H-indazol-5-yl)ethyl)imidazo[1,2-b]pyridazine (Intermediate U, 56.4 mg, 0.15 mmol), KF (43.6 mg, 0.75 mmol) and 1-methylperazine-2-one hydrochloride (51.4 mg, 0.45 mmol) were suspended in NMP (0.4 mL). The RM was stirred at 180° C. for 4 h. The mixture was diluted with EtOAc and washed with NaHCO3 10% (2×) and water (4×). The combined organic layers were dried over Na2SO4, filtered and concentrated. The residue was purified by flash chromatography a... The reactants are C(C)[C@@]12C=3C=CC(=CC3CC[C@@H]2C[C@]([C@](C1)(C)O)(C1=CC=CC=C1)O)OCC(=O)O ((4bR,6R,7R,8aR)-(4b-Ethyl-6,7-dihydroxy-6-methyl-7-phenyl-4b,5,6,7,8,8a,9,10-octahydro-phenanthren-2-yloxy)-acetic acid), NCC1=CC=NC=C1 (4-(aminomethyl)pyridine). Product: C(C)[C@@]12C=3C=CC(=CC3CC[C@H]2C[C@]([C@](C1)(C)O)(C1=CC=CC=C1)O)OCC(=O)NCC1=CC=NC=C1 ((4bR6R,7R,8aS)-2-(4b-Ethyl-6,7-dihydroxy-6-methyl-7-phenyl-4b,5,6,7,8,8a,9,10-octahydrophenanthren-2-yloxy)-N-pyridin-4-ylmethylacetamide). As a reaction SMILES: [CH2:1]([C@@:3]12[CH2:16][C@:15]([OH:18])([CH3:17])[C@:14]([OH:25])([C:19]3[CH:24]=[CH:23][CH:22]=[CH:21][CH:20]=3)[CH2:13][C@H:12]1[CH2:11][CH2:10][C:9]1[CH:8]=[C:7]([O:26][CH2:27][C:28](O)=[O:29])[CH:6]=[CH:5][C:4]2=1)[CH3:2].[NH2:31][CH2:32][C:33]1[CH:38]=[CH:37][N:36]=[CH:35][CH:34]=1>>[CH2:1]([C@@:3]12[CH2:16][C@:15]([OH:18])([CH3:17])[C@:14]([OH:25])([C:19]3[CH:24]=[CH:23][CH:22]=[CH:21][CH:20]=3)[CH2:13][C@@H:12]1[CH2:11][CH2:10][C:9]1[CH:8]=[C:7]([O:26][CH2:27][C:28]([NH:31][CH2:32][C:33]3[CH:38]=[CH:37][N:36]=[CH:35][CH:34]=3)=[O:29])[CH:6]=[CH:5][C:4]2=1)[CH3:2]. Reported procedure: The title compound was prepared from the compound of Example 70 according to the procedure of Example 97 using 4-(aminomethyl)pyridine in place of 1-methylpiperazine. Mass spectrum (m/e) 501 (M++1). Product: C1=C(C=C2C=CC=CC=C12)CC=1C=CC(=C(C1)C1(O)[C@H](OCC2=CC=CC=C2)[C@@H](OCC2=CC=CC=C2)[C@H](OCC2=CC=CC=C2)[C@H](O1)COCC1=CC=CC=C1)OCC1=CC=CC=C1 (1-C-[5-(azulen-2-ylmethyl)-2-(benzyloxy)phenyl]-2,3,4,6-tetra-O-benzyl-D-glucopyranose). The yield is 468.1%. Reaction conditions: time 10 minute. The reactants are C(CCC)[Li] (n-butyl lithium), C(C1=CC=CC=C1)OC1=C(C=C(CC2=CC3=CC=CC=CC3=C2)C=C1)Br (2-[4-(benzyloxy)-3-bromobenzyl]azulene), C(C1=CC=CC=C1)O[C@H]1C(=O)O[C@@H]([C@H]([C@@H]1OCC1=CC=CC=C1)OCC1=CC=CC=C1)COCC1=CC=CC=C1 (2,3,4,6-tetra-O-benzyl-glucono-1,5-lactone), [Cl-].[NH4+] (ammonium chloride). RXN SMILES: C([Li])CCC.[CH2:6]([O:13][C:14]1[CH:30]=[CH:29][C:17]([CH2:18][C:19]2[CH:28]=[C:27]3[C:21](=[CH:22][CH:23]=[CH:24][CH:25]=[CH:26]3)[CH:20]=2)=[CH:16][C:15]=1Br)[C:7]1[CH:12]=[CH:11][CH:10]=[CH:9][CH:8]=1.[CH2:32]([O:39][C@@H:40]1[C@@H:46]([O:47][CH2:48][C:49]2[CH:54]=[CH:53][CH:52]=[CH:51][CH:50]=2)[C@H:45]([O:55][CH2:56][C:57]2[CH:62]=[CH:61][CH:60]=[CH:59][CH:58]=2)[C@@H:44]([CH2:63][O:64][CH2:65][C:66]2[CH:71]=[CH:70][CH:69]=[CH:68][CH:67]=2)[O:43][C:41]1=[O:42])[C:33]1[CH:38]=[CH:37][CH:36]=[CH:35][CH:34]=1.[Cl-].[NH4+]>C1COCC1.CCCCCC>[CH:20]1[C:21]2[C:27]([CH:26]=[CH:25][CH:24]=[CH:23][CH:22]=2)=[CH:28][C:19]=1[CH2:18][C:17]1[CH:29]=[CH:30][C:14]([O:13][CH2:6][C:7]2[CH:8]=[CH:9][CH:10]=[CH:11][CH:12]=2)=[C:15]([C:41]2([O:43][C@H:44]([CH2:63][O:64][CH2:65][C:66]3[CH:67]=[CH:68][CH:69]=[CH:70][CH:71]=3)[C@@H:45]([O:55][CH2:56][C:57]3[CH:58]=[CH:59][CH:60]=[CH:61][CH:62]=3)[C@H:46]([O:47][CH2:48][C:49]3[CH:54]=[CH:53][CH:52]=[CH:51][CH:50]=3)[C@H:40]2[O:39][CH2:32][C:33]2[CH:38]=[CH:37][CH:36]=[CH:35][CH:34]=2)[OH:42])[CH:16]=1 |f:3.4|. Solvent: C1CCOC1 (THF), CCCCCC (n-hexane), C1CCOC1 (THF). Reported procedure: A 1.6 M n-hexane solution of n-butyl lithium (0.32 ml) was added dropwise to a solution of 2-[4-(benzyloxy)-3-bromobenzyl]azulene (0.17 g) in THF (3.0 ml) at −55° C. and the mixture was stirred at the same temperature for 10 minutes. A solution of 2,3,4,6-tetra-O-benzyl-glucono-1,5-lactone (0.12 g) in THF (3.0 ml) was added dropwise to the reaction mixture and the mixture was stirred at the same temperature for 30 minutes. Saturated aqueous solution of ammonium chloride was added to the reaction...